This data is from the Open Reaction Database (ORD), a public repository of structured organic reaction records. The task is: describe an organic reaction: reactants, conditions, products, and yield Reactants: CC(=O)c1ccc(O)c(C)c1O, N#Cc1cncc(Sc2ccc(CO)cc2)c1. Yields the product CC(=O)c1ccc(OCc2ccc(Sc3cncc(C#N)c3)cc2)c(C)c1O. As a reaction SMILES: [OH:18][c:19]1[c:20]([C:27]([CH3:28])=[O:29])[cH:21][cH:22][c:23]([OH:26])[c:24]1[CH3:25].[OH:1][CH2:2][c:3]1[cH:4][cH:5][c:6]([S:9][c:10]2[cH:11][n:12][cH:13][c:14]([C:15]#[N:16])[cH:17]2)[cH:7][cH:8]1>>[O:1]([CH2:2][c:3]1[cH:4][cH:5][c:6]([S:9][c:10]2[cH:11][n:12][cH:13][c:14]([C:15]#[N:16])[cH:17]2)[cH:7][cH:8]1)[c:23]1[cH:22][cH:21][c:20]([C:27]([CH3:28])=[O:29])[c:19]([OH:18])[c:24]1[CH3:25]. Reactants: CC(C)(C)OC(=O)c1ccc(NC(=O)CCCCCCCBr)cc1, CNCCO, CN(C)C=O, CCN(C(C)C)C(C)C. The product is CN(CCO)CCCCCCCC(=O)Nc1ccc(C(=O)OC(C)(C)C)cc1. RXN SMILES: [Br:15][CH2:16][CH2:17][CH2:18][CH2:19][CH2:20][CH2:21][CH2:22][C:23](=[O:24])[NH:25][c:26]1[cH:27][cH:28][c:29]([C:30](=[O:31])[O:32][C:33]([CH3:34])([CH3:35])[CH3:36])[cH:37][cH:38]1.[CH3:1][NH:2][CH2:3][CH2:4][OH:5].[CH3:39][N:40]([CH3:41])[CH:42]=[O:43].[CH:6]([N:7]([CH2:8][CH3:9])[CH:10]([CH3:11])[CH3:12])([CH3:13])[CH3:14]>>[CH3:1][N:2]([CH2:3][CH2:4][OH:5])[CH2:16][CH2:17][CH2:18][CH2:19][CH2:20][CH2:21][CH2:22][C:23](=[O:24])[NH:25][c:26]1[cH:27][cH:28][c:29]([C:30](=[O:31])[O:32][C:33]([CH3:34])([CH3:35])[CH3:36])[cH:37][cH:38]1.